Dataset: the Open Reaction Database (ORD), a public repository of structured organic reaction records. Task: describe an organic reaction: reactants, conditions, products, and yield The reactants are [O-]P(=O)([O-])[O-].[K+].[K+].[K+] (Potassium phosphate tribasic), IC=1C=NNC1 (4-iodo-1H-pyrazole), ClCC1CNC(O1)=O (5-(chloromethyl)oxazolidin-2-one). The solvent is O1CCOCC1 (dioxane), ClCCl (dichloromethane). Reaction conditions: temperature 110 celsius, time 3 hour. The product is IC=1C=NN(C1)CC1CNC(O1)=O (5-((4-iodo-1H-pyrazol-1-yl)methyl)oxazolidin-2-one). As a reaction SMILES: [O-]P([O-])([O-])=O.[K+].[K+].[K+].[I:9][C:10]1[CH:11]=[N:12][NH:13][CH:14]=1.Cl[CH2:16][CH:17]1[O:21][C:20](=[O:22])[NH:19][CH2:18]1>O1CCOCC1.ClCCl>[I:9][C:10]1[CH:11]=[N:12][N:13]([CH2:16][CH:17]2[O:21][C:20](=[O:22])[NH:19][CH2:18]2)[CH:14]=1 |f:0.1.2.3|. Procedure details: Potassium phosphate tribasic (6.6 g, 31 mmol), 4-iodo-1H-pyrazole (2.0 g, 10 mmol), and 5-(chloromethyl)oxazolidin-2-one (2.8 g, 21 mmol) were suspended in dioxane (0.10 L, 0.10 M). The reaction vessel was heated to 110° C. for 48 hours, then cooled to room temperature and diluted with dichloromethane (0.25 L). The organics were washed with H2O (2×0.20 L) and were concentrated under reduced pressure. The residue was suspended in methanol:hexanes for 3 hours at ambient temperature with stirring. ... Product: C(CCC)C=1N(C(=C(N1)Cl)C=O)CC1=CC=C(C=C1)CC(=O)O (2-[4-(2-Butyl-4-chloro-5-formyl-imidazol-1-yl-methyl)-phenyl]-acetic acid). The solvent is O1CCOCC1.O (dioxane water), O (water). Procedure: 3.3 g (9.5 mmol) of methyl 2-[4-(2-butyl-4-chloro-5-formyl-imidazol-1-yl-methyl)-phenyl]-acetate are dissolved in 100 ml of dioxane/water (1:1) at 0° C. and a solution of 0.44 g (10.4 mmol) of lithium hydroxide monohydrate in 5 ml of water is added dropwise with stirring. After stirring at room temperature for 3 h, the mixture is concentrated to a half, diluted with water, washed with diethyl ether, and the aqueous phase is acidified with 1N hydrochloric acid and extracted three times with ethyl... Reaction SMILES: [CH2:1]([C:5]1[N:6]([CH2:13][C:14]2[CH:19]=[CH:18][C:17]([CH2:20][C:21]([O:23]C)=[O:22])=[CH:16][CH:15]=2)[C:7]([CH:11]=[O:12])=[C:8]([Cl:10])[N:9]=1)[CH2:2][CH2:3][CH3:4].O.[OH-].[Li+]>O1CCOCC1.O.O>[CH2:1]([C:5]1[N:6]([CH2:13][C:14]2[CH:15]=[CH:16][C:17]([CH2:20][C:21]([OH:23])=[O:22])=[CH:18][CH:19]=2)[C:7]([CH:11]=[O:12])=[C:8]([Cl:10])[N:9]=1)[CH2:2][CH2:3][CH3:4] |f:1.2.3,4.5|. The reactants are C(CCC)C=1N(C(=C(N1)Cl)C=O)CC1=CC=C(C=C1)CC(=O)OC (methyl 2-[4-(2-butyl-4-chloro-5-formyl-imidazol-1-yl-methyl)-phenyl]-acetate), O.[OH-].[Li+] (lithium hydroxide monohydrate). Reactants: Cc1cc(C(=O)Cl)ccc1Br, CNC(C)=CC(=O)OC, Cl, c1ccncc1, c1ccncc1. Product: CN=C(C)C(C(=O)OC)C(=O)c1ccc(Br)c(C)c1. As a reaction SMILES: [Br:1][c:2]1[c:3]([CH3:11])[cH:4][c:5]([C:6](=[O:7])[Cl:8])[cH:9][cH:10]1.[CH3:12][O:13][C:14]([CH:15]=[C:16]([CH3:17])[NH:18][CH3:19])=[O:20].[ClH:27].[cH:21]1[cH:22][cH:23][n:24][cH:25][cH:26]1.[n:28]1[cH:29][cH:30][cH:31][cH:32][cH:33]1>>[Br:1][c:2]1[c:3]([CH3:11])[cH:4][c:5]([C:6](=[O:7])[CH:15]([C:14]([O:13][CH3:12])=[O:20])[C:16]([CH3:17])=[N:18][CH3:19])[cH:9][cH:10]1. Reactants: ClCCl, CC(=O)CC(C)C, CCN(C(C)C)C(C)C, ClCCc1ccc(-c2csnn2)cc1, [I-], [Na+], [Na+], [Na+], O=C([O-])[O-], c1ccc2c(N3CCNCC3)nsc2c1. Product: c1ccc2c(N3CCN(CCc4ccc(-c5csnn5)cc4)CC3)nsc2c1. Reaction SMILES: [CH2:47]([Cl:48])[Cl:49].[CH3:50][C:51]([CH2:52][CH:53]([CH3:54])[CH3:55])=[O:56].[CH:36]([N:37]([CH:38]([CH3:39])[CH3:40])[CH2:41][CH3:42])([CH3:43])[CH3:44].[Cl:1][CH2:2][CH2:3][c:4]1[cH:5][cH:6][c:7](-[c:10]2[n:11][n:12][s:13][cH:14]2)[cH:8][cH:9]1.[I-:46].[Na+:30].[Na+:31].[Na+:45].[O-:32][C:33](=[O:34])[O-:35].[s:15]1[n:16][c:17]([N:24]2[CH2:25][CH2:26][NH:27][CH2:28][CH2:29]2)[c:18]2[c:19]1[cH:20][cH:21][cH:22][cH:23]2>>[CH2:2]([CH2:3][c:4]1[cH:5][cH:6][c:7](-[c:10]2[n:11][n:12][s:13][cH:14]2)[cH:8][cH:9]1)[N:27]1[CH2:26][CH2:25][N:24]([c:17]2[n:16][s:15][c:19]3[c:18]2[cH:23][cH:22][cH:21][cH:20]3)[CH2:29][CH2:28]1.